Dataset: the Open Reaction Database (ORD), a public repository of structured organic reaction records. Task: describe an organic reaction: reactants, conditions, products, and yield The reactants are CCCS, CCOC(=O)c1ccc2c(SC(=O)N(C)C)cccn2c1=O, [O-]Cl, [H-], [Na+], [Na+], C1CCOC1. Product: CCOC(=O)c1ccc2c(S)cccn2c1=O. RXN SMILES: [CH2:3]([SH:4])[CH2:5][CH3:6].[CH2:7]([CH3:8])[O:9][C:10](=[O:11])[c:12]1[cH:13][cH:14][c:15]2[c:16]([S:23][C:24](=[O:25])[N:26]([CH3:27])[CH3:28])[cH:17][cH:18][cH:19][n:20]2[c:21]1=[O:22].[Cl:29][O-:30].[H-:1].[Na+:2].[Na+:31].[O:32]1[CH2:33][CH2:34][CH2:35][CH2:36]1>>[CH2:7]([CH3:8])[O:9][C:10](=[O:11])[c:12]1[cH:13][cH:14][c:15]2[c:16]([SH:23])[cH:17][cH:18][cH:19][n:20]2[c:21]1=[O:22]. The reactants are C(C)OC(C1=CC(=CC=C1)SC1=C(NC2=CC(=C(C=C12)F)Cl)C)=O (3-(6-Chloro-5-fluoro-2-methyl-1H-indol-3-ylsulfanyl)-benzoic acid ethyl ester), BrC=1C=NN(C1)CC (4-bromo-1-ethyl-1H-pyrazole). The product is C(C)OC(C1=CC(=CC=C1)SC1=C(N(C2=CC(=C(C=C12)F)Cl)C=1C=NN(C1)CC)C)=O (3-[6-Chloro-1-(1-ethyl-1H-pyrazol-4-yl)-5-fluoro-2-methyl-1H-indol-3-ylsulfanyl]-benzoic acid ethyl ester). As a reaction SMILES: [CH2:1]([O:3][C:4](=[O:24])[C:5]1[CH:10]=[CH:9][CH:8]=[C:7]([S:11][C:12]2[C:20]3[C:15](=[CH:16][C:17]([Cl:22])=[C:18]([F:21])[CH:19]=3)[NH:14][C:13]=2[CH3:23])[CH:6]=1)[CH3:2].Br[C:26]1[CH:27]=[N:28][N:29]([CH2:31][CH3:32])[CH:30]=1>>[CH2:1]([O:3][C:4](=[O:24])[C:5]1[CH:10]=[CH:9][CH:8]=[C:7]([S:11][C:12]2[C:20]3[C:15](=[CH:16][C:17]([Cl:22])=[C:18]([F:21])[CH:19]=3)[N:14]([C:26]3[CH:27]=[N:28][N:29]([CH2:31][CH3:32])[CH:30]=3)[C:13]=2[CH3:23])[CH:6]=1)[CH3:2]. Procedure: Prepared according to the procedure described in Example 55, Step 2 using the following starting materials: 3-(6-Chloro-5-fluoro-2-methyl-1H-indol-3-ylsulfanyl)-benzoic acid ethyl ester and 4-bromo-1-ethyl-1H-pyrazole. The reactants are OCCCN1CCOCC1 (4-(3-hydroxypropyl)morpholine), N(=NC(=O)OCC)C(=O)OCC (Diethyl azodicarboxylate), Cl (hydrogen chloride), C1(=CC=CC=C1)P(C1=CC=CC=C1)C1=CC=CC=C1 (Triphenylphosphine), N(C1=CC=CC=C1)C1=NC(=NC=C1Br)NC1=CC=C(C=C1)O (4-anilino-5-bromo-2-(4-hydroxyanilino)pyrimidine). The solvent is C(Cl)Cl (DCM), C(Cl)Cl (DCM). Reaction conditions: time 30 minute. The product is N(C1=CC=CC=C1)C1=NC(=NC=C1Br)NC1=CC=C(C=C1)OCCCN1CCOCC1 (4-Anilino-5-bromo-2-[4-(3-morpholinopropoxy)anilino]pyrimidine). Yield: 11.6%. As a reaction SMILES: C1(P(C2C=CC=CC=2)C2C=CC=CC=2)C=CC=CC=1.[NH:20]([C:27]1[C:32]([Br:33])=[CH:31][N:30]=[C:29]([NH:34][C:35]2[CH:40]=[CH:39][C:38]([OH:41])=[CH:37][CH:36]=2)[N:28]=1)[C:21]1[CH:26]=[CH:25][CH:24]=[CH:23][CH:22]=1.O[CH2:43][CH2:44][CH2:45][N:46]1[CH2:51][CH2:50][O:49][CH2:48][CH2:47]1.N(C(OCC)=O)=NC(OCC)=O.Cl>C(Cl)Cl>[NH:20]([C:27]1[C:32]([Br:33])=[CH:31][N:30]=[C:29]([NH:34][C:35]2[CH:36]=[CH:37][C:38]([O:41][CH2:43][CH2:44][CH2:45][N:46]3[CH2:51][CH2:50][O:49][CH2:48][CH2:47]3)=[CH:39][CH:40]=2)[N:28]=1)[C:21]1[CH:26]=[CH:25][CH:24]=[CH:23][CH:22]=1. Reported procedure: Triphenylphosphine (400 mg, 1.5 mmol) was added to a stirred solution of 4-anilino-5-bromo-2-(4-hydroxyanilino)pyrimidine (Method 4, 178 mg, 0.5 mmol) in DCM (40 ml) and the solution was stirred for 30 minutes. A solution of 4-(3-hydroxypropyl)morpholine (80 mg, 1.5 mmol) in DCM (2 ml) was added and the solution was stirred for 2 minutes. Diethyl azodicarboxylate (0.25 ml, 1.5 mmol) was added dropwise and the mixture was stirred for 20 hours. Volatile material was removed by evaporation and the ... Reactants: C(Cl)(Cl)Cl (chloroform), C1CCC(=O)C2=CC=CC=C2C1 (1-Benzosuberone), BrN1C(CCC1=O)=O (N-bromosuccinic acid imide), N(=NC(C#N)(C)C)C(C#N)(C)C (azobisisobutyronitrile). Run in C(Cl)(Cl)(Cl)Cl (carbon tetrachloride). The product is BrC1CCCC(C2=C1C=CC=C2)=O (9-Bromo-6,7,8,9-tetrahydrobenzocyclohepten-5-one). Isolated yield 53.3%. Reaction SMILES: [CH2:1]1[CH2:12][C:11]2[C:6](=[CH:7][CH:8]=[CH:9][CH:10]=2)[C:4](=[O:5])[CH2:3][CH2:2]1.[Br:13]N1C(=O)CCC1=O.N(C(C)(C)C#N)=NC(C)(C)C#N.C(Cl)(Cl)Cl>C(Cl)(Cl)(Cl)Cl>[Br:13][CH:12]1[C:11]2[CH:10]=[CH:9][CH:8]=[CH:7][C:6]=2[C:4](=[O:5])[CH2:3][CH2:2][CH2:1]1. Procedure: 1-Benzosuberone (960 mg, 6.0 mmol), N-bromosuccinic acid imide (1.1 g, 6.3 mmol) and azobisisobutyronitrile (99 mg, 0.60 mmol) were stirred overnight at 80° C. in carbon tetrachloride (8 ml). The reaction solution was mixed with chloroform (60 ml), washed with saturated sodium bicarbonate aqueous solution and saturated brine and dried with anhydrous sodium sulfate, the solvent was removed by evaporation under a reduced pressure, and the thus obtained material was separated and purified by a sili... Starting materials: C(C)(=O)O.C(=N)N (formamidine acetate), OCC(=O)C1=CC=CC=C1 (2-Hydroxyacetophenone), [Na] (sodium). The solvent is COC(N(C)C)OC (dimethylformamide-dimethyl acetal), C(C)O (ethanol). Product: N1=CN=C(C=C1)C1=C(C=CC=C1)O (2-(pyrimidin-4-yl)phenol). The yield is 3427.5%. As a reaction SMILES: O[CH2:2][C:3]([C:5]1C=[CH:9][CH:8]=[CH:7][CH:6]=1)=O.[C:11]([OH:14])(=O)[CH3:12].[CH:15]([NH2:17])=[NH:16].[Na]>COC(OC)N(C)C.C(O)C>[N:16]1[CH:2]=[CH:3][C:5]([C:6]2[CH:7]=[CH:8][CH:9]=[CH:12][C:11]=2[OH:14])=[N:17][CH:15]=1 |f:1.2,^1:17|. Reported procedure: 2-Hydroxyacetophenone (220 mmol, 30 g) is stirred in a mixture of dimethylformamide-dimethyl acetal for 5 hours at 70° C., cooled and recrystallised from diethylether. The intermediate is dissolved in dry ethanol (200 ml) and formamidine acetate (0.61 mmol, 63.5 g) is added. A solution of sodium (0.61 mol, 14 g) in ethanol (450 ml) is added in several portions and the mixture is refluxed for 18 hours and evaporated. Recrystallisation from diisopropylether yielded 3.6 g (10%) of 2-(pyrimidin-4-yl... Reactants: NCCCN1C(=NC=2C(=NC=3C=CC=CC3C21)N)CCOC (1-(3-aminopropyl)-2-(2-methoxyethyl)-1H-imidazo[4,5-c]quinolin-4-amine), C1(CCCCC1)N=C=O (cyclohexyl isocyanate). Yields the product NC1=NC=2C=CC=CC2C2=C1N=C(N2CCCNC(=O)NC2CCCCC2)CCOC (N-{3-[4-amino-2-(2-methoxyethyl)-1H-imidazo[4,5-c]quinolin-1-yl]propyl}-N′-cyclohexylurea). Yield: 48.0%. As a reaction SMILES: [NH2:1][CH2:2][CH2:3][CH2:4][N:5]1[C:17]2[C:16]3[CH:15]=[CH:14][CH:13]=[CH:12][C:11]=3[N:10]=[C:9]([NH2:18])[C:8]=2[N:7]=[C:6]1[CH2:19][CH2:20][O:21][CH3:22].[CH:23]1([N:29]=[C:30]=[O:31])[CH2:28][CH2:27][CH2:26][CH2:25][CH2:24]1>>[NH2:18][C:9]1[C:8]2[N:7]=[C:6]([CH2:19][CH2:20][O:21][CH3:22])[N:5]([CH2:4][CH2:3][CH2:2][NH:1][C:30]([NH:29][CH:23]3[CH2:28][CH2:27][CH2:26][CH2:25][CH2:24]3)=[O:31])[C:17]=2[C:16]2[CH:15]=[CH:14][CH:13]=[CH:12][C:11]=2[N:10]=1. Reported procedure: Using the general method of Example 149, 1-(3-aminopropyl)-2-(2-methoxyethyl)-1H-imidazo[4,5-c]quinolin-4-amine (1.50 g, 5.01 mmol) was reacted with cyclohexyl isocyanate (780 mg, 5.51 mmol) to provide 1.02 g of N-{3-[4-amino-2-(2-methoxyethyl)-1H-imidazo[4,5-c]quinolin-1-yl]propyl}-N′-cyclohexylurea as a solid, m.p. 179-180° C. Analysis: Calculated for C23H32N6O2.0.75 H2O: %C, 63.06; %H, 7.71; %N, 19.18; Found: %C, 62.74; %H, 7.57; %N, 19.16.